Dataset: the Open Reaction Database (ORD), a public repository of structured organic reaction records. Task: describe an organic reaction: reactants, conditions, products, and yield The reactants are COC(CC1=C(C=CC=C1)C#CC1=NC(=NC=C1C(F)(F)F)NC=1C=NN(C1)C1CCN(CC1)C(=O)OC(C)(C)C)=O (tert-butyl 4-(4-((4-((2-(2-methoxy-2-oxoethyl)phenyl)ethynyl)-5-(trifluoromethyl)pyrimidin-2-yl)amino)-1H-pyrazol-1-yl)piperidine-1-carboxylate). The reagents and catalysts are [Pd] (Pd/C). The solvent is CCOC(=O)C (EtOAc), CN(C)C=O (DMF). The product is COC(CC1=C(CCC2=NC(=NC=C2C(F)(F)F)NC=2C=NN(C2)C2CCN(CC2)C(=O)OC(C)(C)C)C=CC=C1)=O (tert-Butyl 4-(4-((4-(2-(2-methoxy-2-oxoethyl)phenethyl)-5-(trifluoromethyl)pyrimidin-2-yl)amino)-1H-pyrazol-1-yl)piperidine-1-carboxylate), solid. The yield is 76.0%. As a reaction SMILES: [CH3:1][O:2][C:3](=[O:42])[CH2:4][C:5]1[CH:10]=[CH:9][CH:8]=[CH:7][C:6]=1[C:11]#[C:12][C:13]1[C:18]([C:19]([F:22])([F:21])[F:20])=[CH:17][N:16]=[C:15]([NH:23][C:24]2[CH:25]=[N:26][N:27]([CH:29]3[CH2:34][CH2:33][N:32]([C:35]([O:37][C:38]([CH3:41])([CH3:40])[CH3:39])=[O:36])[CH2:31][CH2:30]3)[CH:28]=2)[N:14]=1>CCOC(C)=O.CN(C=O)C.[Pd]>[CH3:1][O:2][C:3](=[O:42])[CH2:4][C:5]1[CH:10]=[CH:9][CH:8]=[CH:7][C:6]=1[CH2:11][CH2:12][C:13]1[C:18]([C:19]([F:21])([F:22])[F:20])=[CH:17][N:16]=[C:15]([NH:23][C:24]2[CH:25]=[N:26][N:27]([CH:29]3[CH2:30][CH2:31][N:32]([C:35]([O:37][C:38]([CH3:40])([CH3:41])[CH3:39])=[O:36])[CH2:33][CH2:34]3)[CH:28]=2)[N:14]=1. Procedure: A solution of tert-butyl 4-(4-((4-((2-(2-methoxy-2-oxoethyl)phenyl)ethynyl)-5-(trifluoromethyl)pyrimidin-2-yl)amino)-1H-pyrazol-1-yl)piperidine-1-carboxylate (A134) (392 mg, 0.671 mmol) in EtOAc (40 mL) and DMF (2 mL) was stirred with 10% Pd/C (wetted with ca. 53% water, 100 mg) under a hydrogen atmosphere at room temperature overnight. The mixture was filtered through Celite and the filter cake was washed with EtOAc (50 mL). The volatiles were removed in vacuo and the resulting yellow oil was a... The reactants are O=C1c2c(-c3ccc(Cl)cc3Cl)cccc2C2CN(Cc3ccccc3)CCC12, CO, [OH-], [OH-], [Pd+2]. Product: O=C1c2c(-c3ccc(Cl)cc3Cl)cccc2C2CNCCC12. As a reaction SMILES: [CH2:1]([c:2]1[cH:3][cH:4][cH:5][cH:6][cH:7]1)[N:8]1[CH2:9][CH2:10][CH:11]2[C:12](=[O:29])[c:13]3[c:14](-[c:21]4[c:22]([Cl:28])[cH:23][c:24]([Cl:27])[cH:25][cH:26]4)[cH:15][cH:16][cH:17][c:18]3[CH:19]2[CH2:20]1.[CH3:30][OH:31].[OH-:32].[OH-:33].[Pd+2:34]>>[NH:8]1[CH2:9][CH2:10][CH:11]2[C:12](=[O:29])[c:13]3[c:14](-[c:21]4[c:22]([Cl:28])[cH:23][c:24]([Cl:27])[cH:25][cH:26]4)[cH:15][cH:16][cH:17][c:18]3[CH:19]2[CH2:20]1. Reactants: C(C)O (ethanol), C(C)(=O)OC(C)C1=CC=2C(CCC(C2C=C1)(C)C)(C)C ((±)-acetoxy-1-(5,6,7,8-tetrahydro-5,5,8,8-tetramethyl-2-naphthyl)ethane). Run in P(=O)([O-])([O-])[O-] (phosphate), C(Cl)(Cl)Cl (chloroform). Reaction conditions: temperature 40 celsius, time 3 day. Product: CC1(C=2C=CC(=CC2C(CC1)(C)C)C(C)O)C ((+)-1-(5,6,7,8-tetrahydro-5,5,8,8-tetramethyl-2-naphthyl)ethanol), C(C)(=O)OC(C)C1=CC=2C(CCC(C2C=C1)(C)C)(C)C (acetoxy-1-(5,6,7,8-tetrahydro-5,5,8,8-tetramethyl-2-naphthyl)ethane). The yield is 73.0%. Reaction SMILES: [C:1]([O:4][CH:5]([C:7]1[CH:16]=[CH:15][C:14]2[C:13]([CH3:18])([CH3:17])[CH2:12][CH2:11][C:10]([CH3:20])([CH3:19])[C:9]=2[CH:8]=1)[CH3:6])(=[O:3])[CH3:2].C(O)C>P([O-])([O-])([O-])=O.C(Cl)(Cl)Cl>[CH3:18][C:13]1([CH3:17])[CH2:12][CH2:11][C:10]([CH3:19])([CH3:20])[C:9]2[CH:8]=[C:7]([CH:5]([OH:4])[CH3:6])[CH:16]=[CH:15][C:14]1=2.[C:1]([O:4][CH:5]([C:7]1[CH:16]=[CH:15][C:14]2[C:13]([CH3:18])([CH3:17])[CH2:12][CH2:11][C:10]([CH3:19])([CH3:20])[C:9]=2[CH:8]=1)[CH3:6])(=[O:3])[CH3:2]. Reported procedure: 6 g of (±)-acetoxy-1-(5,6,7,8-tetrahydro-5,5,8,8-tetramethyl-2-naphthyl)ethane, suspended in a mixture of 100 ml of phosphate buffer (0.3M, pH 7) and 1 ml of chloroform, are treated with 0.87 g of Amano P30 lipase with stirring at 40° C. for 3 days. 2.06 g (88%) of the expected product, melting point 61°-2° C. (αD =+27°; c=1, ethanol) and 2.2 g (73%) of acetoxy-1-(5,6,7,8-tetrahydro-5,5,8,8-tetramethyl-2-naphthyl)ethane are isolated. Reactants: CN1CCC(CC1)C(=O)NC1=NC=CC(=C1)OC1=CC(=C(C=C1)NC)[N+](=O)[O-] (1-methyl-N-(4-{[4-(methylamino)-3-nitrophenyl]oxy}-pyridin-2-yl)piperidine-4-carboxamide). The reagents and catalysts are [Pd].CC(=O)[O-].CC(=O)[O-].[Pb+2] (Lindlar's catalyst). Solvent: CO (methanol). Yields the product NC=1C=C(C=CC1NC)OC1=CC(=NC=C1)NC(=O)C1CCN(CC1)C (N-(4-{[3-amino-4-(methylamino)phenyl]oxy}pyridin-2-yl)-1-methylpiperidine-4-carboxamide). RXN SMILES: [CH3:1][N:2]1[CH2:7][CH2:6][CH:5]([C:8]([NH:10][C:11]2[CH:16]=[C:15]([O:17][C:18]3[CH:23]=[CH:22][C:21]([NH:24][CH3:25])=[C:20]([N+:26]([O-])=O)[CH:19]=3)[CH:14]=[CH:13][N:12]=2)=[O:9])[CH2:4][CH2:3]1>CO.[Pd].CC([O-])=O.CC([O-])=O.[Pb+2]>[NH2:26][C:20]1[CH:19]=[C:18]([O:17][C:15]2[CH:14]=[CH:13][N:12]=[C:11]([NH:10][C:8]([CH:5]3[CH2:6][CH2:7][N:2]([CH3:1])[CH2:3][CH2:4]3)=[O:9])[CH:16]=2)[CH:23]=[CH:22][C:21]=1[NH:24][CH3:25] |f:2.3.4.5|. Procedure: The mixture containing 1-methyl-N-(4-{[4-(methylamino)-3-nitrophenyl]oxy}-pyridin-2-yl)piperidine-4-carboxamide in methanol with catalytic amount of Lindlar's catalyst was hydrogenated to yield N-(4-{[3-amino-4-(methylamino)phenyl]oxy}pyridin-2-yl)-1-methylpiperidine-4-carboxamide. MS: MH+=356.2. The reactants are N#CCBr, CC#N, [H-], [Na+], Cc1cccc(C(O)C2CCCN(C(=O)OC(C)(C)C)C2)c1. Product: Cc1cccc(C(OCC#N)C2CCCN(C(=O)OC(C)(C)C)C2)c1. RXN SMILES: [Br:25][CH2:26][C:27]#[N:28].[CH3:29][C:30]#[N:31].[H-:24].[Na+:23].[OH:1][CH:2]([CH:3]1[CH2:4][N:5]([C:9](=[O:10])[O:11][C:12]([CH3:13])([CH3:14])[CH3:15])[CH2:6][CH2:7][CH2:8]1)[c:16]1[cH:17][c:18]([CH3:22])[cH:19][cH:20][cH:21]1>>[O:1]([CH:2]([CH:3]1[CH2:4][N:5]([C:9](=[O:10])[O:11][C:12]([CH3:13])([CH3:14])[CH3:15])[CH2:6][CH2:7][CH2:8]1)[c:16]1[cH:17][c:18]([CH3:22])[cH:19][cH:20][cH:21]1)[CH2:26][C:27]#[N:28]. Reactants: C[O-], CI, CO, COC(=O)CC(SC(C)=O)C1CC(c2ccc(OCc3cc(C)nc4ccccc34)cc2)=NO1, [Na+]. Product: COC(=O)CC(SC)C1CC(c2ccc(OCc3cc(C)nc4ccccc34)cc2)=NO1. Reaction SMILES: [CH3:1][O-:2].[CH3:38][I:39].[CH3:40][OH:41].[CH3:4][O:5][C:6]([CH2:7][CH:8]([CH:9]1[CH2:10][C:11]([c:14]2[cH:15][cH:16][c:17]([O:20][CH2:21][c:22]3[cH:23][c:24]([CH3:32])[n:25][c:26]4[cH:27][cH:28][cH:29][cH:30][c:31]34)[cH:18][cH:19]2)=[N:12][O:13]1)[S:33][C:34](=[O:35])[CH3:36])=[O:37].[Na+:3]>>[CH3:4][O:5][C:6]([CH2:7][CH:8]([CH:9]1[CH2:10][C:11]([c:14]2[cH:15][cH:16][c:17]([O:20][CH2:21][c:22]3[cH:23][c:24]([CH3:32])[n:25][c:26]4[cH:27][cH:28][cH:29][cH:30][c:31]34)[cH:18][cH:19]2)=[N:12][O:13]1)[S:33][CH3:34])=[O:37].